This data is from the Open Reaction Database (ORD), a public repository of structured organic reaction records. The task is: describe an organic reaction: reactants, conditions, products, and yield Starting materials: C(C)(=O)OCC=C (allyl acetate), C(C)(=O)OCC=C (allyl acetate). The reagents and catalysts are magnesia. Run in CO (methanol), CO (methanol). Product: C(C=C)O (allyl alcohol), C(C)(=O)OC (methyl acetate). Isolated yield 92.0%. RXN SMILES: [C:1]([O:4][CH2:5][CH:6]=[CH2:7])(=[O:3])[CH3:2]>CO>[CH2:5]([OH:4])[CH:6]=[CH2:7].[C:1]([O:4][CH3:5])(=[O:3])[CH3:2]. Reported procedure: The tube described above was charged with 152 g. of magnesia catalyst (Harshaw Mg 0601 T, 1/8 in. extruded pellets). After pretreatment with methanol vapor at 200°-220°C. the tube was maintained at that temperature range while a mixture of 50 g. of allyl acetate and 150 g. of methanol was passed through over 1.5 hours. Quantitative glpc analysis of the effluent showed the presence of 9.1 g. of unconverted allyl acetate (18% recovery), 21.7 g of allyl alcohol (91% yield based on 82% conversion), ... The reactants are FC1=CC=C(C=C1)N1N=CC=2C[C@](C(=CC12)C)(C)CCC(=O)NC=1SC=NN1 ((S)-3-(1-(4-fluorophenyl)-5,6-dimethyl-4,5-dihydro-1H-indazol-5-yl)-N-(1,3,4-thiadiazol-2-yl)propanamide), CC=1N=C(SC1C)N (4,5-dimethyl-2-aminothiazole). The product is CC=1N=C(SC1C)NC(CC[C@]1(CC=2C=NN(C2C=C1C)C1=CC=C(C=C1)F)C)=O ((S)-N-(4,5-dimethylthiazol-2-yl)-3-(1-(4-fluorophenyl)-5,6-dimethyl-4,5-dihydro-1H-indazol-5-yl)propanamide). RXN SMILES: [F:1][C:2]1[CH:7]=[CH:6][C:5]([N:8]2[C:16]3[CH:15]=[C:14]([CH3:17])[C@:13]([CH2:19][CH2:20][C:21](NC4SC=NN=4)=[O:22])([CH3:18])[CH2:12][C:11]=3[CH:10]=[N:9]2)=[CH:4][CH:3]=1.[CH3:29][C:30]1[N:31]=[C:32]([NH2:36])[S:33][C:34]=1[CH3:35]>>[CH3:29][C:30]1[N:31]=[C:32]([NH:36][C:21](=[O:22])[CH2:20][CH2:19][C@:13]2([CH3:18])[C:14]([CH3:17])=[CH:15][C:16]3[N:8]([C:5]4[CH:4]=[CH:3][C:2]([F:1])=[CH:7][CH:6]=4)[N:9]=[CH:10][C:11]=3[CH2:12]2)[S:33][C:34]=1[CH3:35]. Procedure details: The title compound was prepared in a manner analogous to the preparation of the title compound of Example 171, replacing 2-amino-1,3,4-thiadiazole with 4,5-dimethyl-2-aminothiazole. MS found: (M+H)+=425. 1H NMR (400 MHz, chloroform-D) δ ppm 1.20 (s, 3 H) 1.75-1.86 (m, J=8.65, 6.10 Hz, 1 H) 1.87-1.97 (m, 1 H) 1.91 (s, 3 H) 2.29 (s, 6 H) 2.50-2.57 (m, 2 H) 2.62 (d, J=16.28 Hz, 1 H) 2.80 (d, J=16.00 Hz, 1 H) 6.20 (s, 1 H) 7.19 (t, J=8.65 Hz, 2 H) 7.44 (dd, J=9.16, 4.58 Hz, 1 H) 7.51 (s, 1 H). The reactants are C(C)NCC (diethylamine), C(C1=CC=2OCOC2C=C1)Cl (piperonyl chloride), O1CCCC1 (tetrahydrofuran), O1CCCC1 (tetrahydrofuran). Reaction conditions: time 10 minute. Product: C(C)N(C(C1=CC=2OCOC2C=C1)=O)CC (N,N-Diethylpiperonylamide). Reaction SMILES: [CH2:1]([NH:3][CH2:4][CH3:5])[CH3:2].[CH2:6](Cl)[C:7]1[CH:15]=[CH:14][C:13]2[O:12][CH2:11][O:10][C:9]=2[CH:8]=1.[O:17]1CCCC1>>[CH2:1]([N:3]([CH2:4][CH3:5])[C:6](=[O:17])[C:7]1[CH:15]=[CH:14][C:13]2[O:12][CH2:11][O:10][C:9]=2[CH:8]=1)[CH3:2]. Reported procedure: A solution of diethylamine (56.2 mL, 0.543 mol) in tetrahydrofuran is added dropwise to a solution of piperonyl chloride (33.4 g, 0.181 mol) in tetrahydrofuran at 0° C. The reaction mixture is stirred for 10 minutes and filtered through diatomaceous earth. The filtrate is concentrated in vacuo to give a solid residue which is recrystalized from ether to afford the title product, 36.7 g (91.8%). The reactants are ClC(Cl)Cl, NC(Cc1ccccc1)(c1cc(F)cc(C(F)(F)F)c1)c1ccc(Cl)cn1, S=C(Cl)Cl, [Na+], O=C([O-])O, O. Yields the product Fc1cc(C(F)(F)F)cc(C(Cc2ccccc2)(N=C=S)c2ccc(Cl)cn2)c1. Reaction SMILES: [CH:37]([Cl:38])([Cl:39])[Cl:40].[Cl:1][c:2]1[cH:3][cH:4][c:5]([C:8]([CH2:9][c:10]2[cH:11][cH:12][cH:13][cH:14][cH:15]2)([NH2:16])[c:17]2[cH:18][c:19]([F:27])[cH:20][c:21]([C:23]([F:24])([F:25])[F:26])[cH:22]2)[n:6][cH:7]1.[Cl:33][C:34]([Cl:35])=[S:36].[Na+:32].[O-:28][C:29]([OH:30])=[O:31].[OH2:41]>>[Cl:1][c:2]1[cH:3][cH:4][c:5]([C:8]([CH2:9][c:10]2[cH:11][cH:12][cH:13][cH:14][cH:15]2)([N:16]=[C:34]=[S:36])[c:17]2[cH:18][c:19]([F:27])[cH:20][c:21]([C:23]([F:24])([F:25])[F:26])[cH:22]2)[n:6][cH:7]1. Reactants: CC(C)(C)OC(=O)NC1CCNCC1, CN1CCCC1=O, O=[N+]([O-])c1cccnc1Cl. Yields the product CC(C)(C)OC(=O)NC1CCN(c2ncccc2[N+](=O)[O-])CC1. As a reaction SMILES: [C:1]([CH3:2])([CH3:3])([CH3:4])[O:5][C:6]([NH:7][CH:8]1[CH2:9][CH2:10][NH:11][CH2:12][CH2:13]1)=[O:14].[CH3:25][N:26]1[CH2:27][CH2:28][CH2:29][C:30]1=[O:31].[Cl:15][c:16]1[n:17][cH:18][cH:19][cH:20][c:21]1[N+:22](=[O:23])[O-:24]>>[C:1]([CH3:2])([CH3:3])([CH3:4])[O:5][C:6]([NH:7][CH:8]1[CH2:9][CH2:10][N:11]([c:16]2[n:17][cH:18][cH:19][cH:20][c:21]2[N+:22](=[O:23])[O-:24])[CH2:12][CH2:13]1)=[O:14]. Starting materials: ClC(Cl)(Cl)c1nc(C2CC2)nc(C(Cl)(Cl)Cl)n1, N, C1CCOC1, O. The product is Nc1nc(C2CC2)nc(C(Cl)(Cl)Cl)n1. As a reaction SMILES: [CH:1]1([c:4]2[n:5][c:6]([C:14]([Cl:15])([Cl:16])[Cl:17])[n:7][c:8]([C:10]([Cl:11])([Cl:12])[Cl:13])[n:9]2)[CH2:2][CH2:3]1.[NH3:18].[O:19]1[CH2:20][CH2:21][CH2:22][CH2:23]1.[OH2:24]>>[CH:1]1([c:4]2[n:5][c:6]([NH2:18])[n:7][c:8]([C:10]([Cl:11])([Cl:12])[Cl:13])[n:9]2)[CH2:2][CH2:3]1. Reactants: COC(C1=C(C=C(C=C1)[N+](=O)[O-])O)=O (2-hydroxy-4-nitro-benzoic acid methyl ester), [H-].[Na+] (sodium hydride), CI (methyl iodide). The solvent is CN(C=O)C (dimethylformamide). Yields the product COC(C1=C(C=C(C=C1)[N+](=O)[O-])OC)=O (2-methoxy-4-nitro-benzoic acid methyl ester). The yield is 47.4%. As a reaction SMILES: [CH3:1][O:2][C:3](=[O:14])[C:4]1[CH:9]=[CH:8][C:7]([N+:10]([O-:12])=[O:11])=[CH:6][C:5]=1[OH:13].[H-].[Na+].[CH3:17]I>CN(C)C=O>[CH3:1][O:2][C:3](=[O:14])[C:4]1[CH:9]=[CH:8][C:7]([N+:10]([O-:12])=[O:11])=[CH:6][C:5]=1[O:13][CH3:17] |f:1.2|. Procedure: 788 mg (4 mmol) of 2-hydroxy-4-nitro-benzoic acid methyl ester is mixed in 20 ml of absolute dimethylformamide with 177 mg of sodium hydride (60%; 4.4 mmol), and it is heated for 1 hour to 50° C. After cooling to room temperature, it is mixed with 625 mg (4.4 mmol) of methyl iodide and heated for 4 hours to a bath temperature of 80° C. After concentration by evaporation, it is taken up in 50 ml of water and extracted three times with 25 ml each of ethyl acetate. The ethyl acetate phase is washed... Reactants: OC1=C2CC[C@@H](C2=CC=C1)O ((1S)-4-hydroxy-2,3-dihydro-1H-inden-1-ol), COC(=O)C1=CC=C(C=C1)B(O)O ((4-(methoxycarbonyl)phenyl)boronic acid). Yields the product O[C@H]1CCC2=C(C=CC=C12)OC1=CC=C(C(=O)OC)C=C1 (methyl (S)-4-((1-hydroxy-2,3-dihydro-1H-inden-4-yl)oxy)benzoate). The yield is 42.7%. Reaction SMILES: [OH:1][C:2]1[CH:10]=[CH:9][CH:8]=[C:7]2[C:3]=1[CH2:4][CH2:5][C@@H:6]2[OH:11].[CH3:12][O:13][C:14]([C:16]1[CH:21]=[CH:20][C:19](B(O)O)=[CH:18][CH:17]=1)=[O:15]>>[OH:11][C@@H:6]1[C:7]2[C:3](=[C:2]([O:1][C:19]3[CH:20]=[CH:21][C:16]([C:14]([O:13][CH3:12])=[O:15])=[CH:17][CH:18]=3)[CH:10]=[CH:9][CH:8]=2)[CH2:4][CH2:5]1. Procedure details: According to the method of (Example 99) <Step 1>, from (1S)-4-hydroxy-2,3-dihydro-1H-inden-1-ol (0.99 g) and (4-(methoxycarbonyl)phenyl)boronic acid (1.31 g) that are commercially available or are obtained according to a known method, the subject compound (0.80 g) was obtained as pale yellow solid.